Dataset: the Open Reaction Database (ORD), a public repository of structured organic reaction records. Task: describe an organic reaction: reactants, conditions, products, and yield Reactants: C([O-])(O)=O.[Na+] (sodium bicarbonate), NC1=CC=C(C=C1)C(=S)SCC(=O)O (carboxymethyl 4-aminobenzenecarbodithioate), SCCO (2-Mercaptoethanol). Solvent: [OH-].[Na+] (sodium hydroxide). Reaction conditions: time 1 hour. Yields the product NC1=CC=C(C=C1)C(=S)SCCO (2-Hydroxyethyl 4-Aminobenzenecarbodithioate). Reaction SMILES: [NH2:1][C:2]1[CH:7]=[CH:6][C:5]([C:8]([S:10][CH2:11][C:12](O)=[O:13])=[S:9])=[CH:4][CH:3]=1.C(=O)(O)[O-].[Na+].SCCO>[OH-].[Na+]>[NH2:1][C:2]1[CH:3]=[CH:4][C:5]([C:8]([S:10][CH2:11][CH2:12][OH:13])=[S:9])=[CH:6][CH:7]=1 |f:1.2,4.5|. Procedure details: Crude carboxymethyl 4-aminobenzenecarbodithioate (7.48 g, 0.033 mole) was dissolved in 0.5 N (66 ml) sodium hydroxide solution containing 10% by weight of sodium bicarbonate and the solution was filtered to remove traces of insoluble material. 2-Mercaptoethanol (2.9 g, 0.037 mole) was added to the stirred filtrate and the reaction mixture soon became turbid as the product began to separate out. After standing for 1 hour at room temperature, the orange precipitate was filtered off, washed with wa... Procedure details: Ammonia gas was bubbled into a solution of 4-chloro-3-{5-[5-(4-chloro-benzyl)-[1,3,4]oxadiazol-2-yl]-2-methyl-phenoxymethyl}-thieno[3,2-c]pyridine-7-carboxylic acid ethyl ester (0.11 g, 0.20 mmol) (from Example 41 supra) in 2-propanol (15 mL) for 20 min. The mixture was heated in a microwave reactor at 140° C. for 5.5 hours. The reaction mixture was concentrated. The residue was washed with hot methanol, filtered and dried to give 4-amino-3-{5-[5-(4-chloro-benzyl)-[1,3,4]oxadiazol-2-yl]-2-methyl... Reaction SMILES: [NH3:1].[CH2:2]([O:4][C:5]([C:7]1[C:8]2[S:16][CH:15]=[C:14]([CH2:17][O:18][C:19]3[CH:24]=[C:23]([C:25]4[O:26][C:27]([CH2:30][C:31]5[CH:36]=[CH:35][C:34]([Cl:37])=[CH:33][CH:32]=5)=[N:28][N:29]=4)[CH:22]=[CH:21][C:20]=3[CH3:38])[C:9]=2[C:10](Cl)=[N:11][CH:12]=1)=[O:6])[CH3:3]>CC(O)C>[CH2:2]([O:4][C:5]([C:7]1[C:8]2[S:16][CH:15]=[C:14]([CH2:17][O:18][C:19]3[CH:24]=[C:23]([C:25]4[O:26][C:27]([CH2:30][C:31]5[CH:32]=[CH:33][C:34]([Cl:37])=[CH:35][CH:36]=5)=[N:28][N:29]=4)[CH:22]=[CH:21][C:20]=3[CH3:38])[C:9]=2[C:10]([NH2:1])=[N:11][CH:12]=1)=[O:6])[CH3:3]. Reaction conditions: temperature 140 celsius. Run in CC(C)O (2-propanol). The reactants are N (Ammonia), C(C)OC(=O)C=1C2=C(C(=NC1)Cl)C(=CS2)COC2=C(C=CC(=C2)C=2OC(=NN2)CC2=CC=C(C=C2)Cl)C (4-chloro-3-{5-[5-(4-chloro-benzyl)-[1,3,4]oxadiazol-2-yl]-2-methyl-phenoxymethyl}-thieno[3,2-c]pyridine-7-carboxylic acid ethyl ester). Product: C(C)OC(=O)C=1C2=C(C(=NC1)N)C(=CS2)COC2=C(C=CC(=C2)C=2OC(=NN2)CC2=CC=C(C=C2)Cl)C (4-amino-3-{5-[5-(4-chloro-benzyl)-[1,3,4]oxadiazol-2-yl]-2-methyl-phenoxymethyl}-thieno[3,2-c]pyridine-7-carboxylic acid ethyl ester). The reactants are C1CCOC1, C=Cc1ccc2sc(S(=O)(=O)NCP(=O)(OC)OC)cc2c1, [O-][I+3]([O-])([O-])[O-], [Na+], O. The product is COP(=O)(CNS(=O)(=O)c1cc2cc(C=O)ccc2s1)OC. As a reaction SMILES: [CH2:29]1[O:30][CH2:31][CH2:32][CH2:33]1.[CH:1](=[CH2:2])[c:3]1[cH:4][c:5]2[c:6]([s:7][c:8]([S:10](=[O:11])(=[O:12])[NH:13][CH2:14][P:15]([O:16][CH3:17])([O:18][CH3:19])=[O:20])[cH:9]2)[cH:21][cH:22]1.[I+3:23]([O-:24])([O-:25])([O-:26])[O-:27].[Na+:28].[OH2:34]>>[CH:1]([c:3]1[cH:4][c:5]2[c:6]([s:7][c:8]([S:10](=[O:11])(=[O:12])[NH:13][CH2:14][P:15]([O:16][CH3:17])([O:18][CH3:19])=[O:20])[cH:9]2)[cH:21][cH:22]1)=[O:24].